This data is from the Open Reaction Database (ORD), a public repository of structured organic reaction records. The task is: describe an organic reaction: reactants, conditions, products, and yield The reactants are CC(C)O, COC(=O)CC(c1c(Cl)ncnc1Cl)C(F)(F)F, N, O. Product: O=C1CC(C(F)(F)F)c2c(Cl)ncnc2N1. RXN SMILES: [CH:20]([OH:21])([CH3:22])[CH3:23].[Cl:1][c:2]1[n:3][cH:4][n:5][c:6]([Cl:18])[c:7]1[CH:8]([CH2:9][C:10](=[O:11])[O:12][CH3:13])[C:14]([F:15])([F:16])[F:17].[NH3:19].[OH2:24]>>[Cl:1][c:2]1[n:3][cH:4][n:5][c:6]2[c:7]1[CH:8]([C:14]([F:15])([F:16])[F:17])[CH2:9][C:10](=[O:11])[NH:19]2. Starting materials: CCCCN, CO, COC(=O)C(C)Oc1ccc(COc2ccc(Cl)cc2)cc1. The product is CCCCNC(=O)C(C)Oc1ccc(COc2ccc(Cl)cc2)cc1. RXN SMILES: [CH2:23]([CH2:24][CH2:25][CH3:26])[NH2:27].[CH3:28][OH:29].[Cl:1][c:2]1[cH:3][cH:4][c:5]([O:6][CH2:7][c:8]2[cH:9][cH:10][c:11]([O:12][CH:13]([C:14]([O:16][CH3:15])=[O:17])[CH3:18])[cH:19][cH:20]2)[cH:21][cH:22]1>>[Cl:1][c:2]1[cH:3][cH:4][c:5]([O:6][CH2:7][c:8]2[cH:9][cH:10][c:11]([O:12][CH:13]([C:14](=[O:16])[NH:27][CH2:23][CH2:24][CH2:25][CH3:26])[CH3:18])[cH:19][cH:20]2)[cH:21][cH:22]1. Starting materials: CC=1C=CC(=C(C(=O)O)C1)C1=NC(=NC=C1)C (5-methyl-2-(2-methylpyrimidin-4-yl)benzoic acid), ClC=1C=CC2=C(N=C(O2)NC[C@H]2NCCC[C@H]2C)C1 (5-chloro-N-(((2S,3R)-3-methylpiperidin-2-yl)methyl)benzo[d]oxazol-2-amine). Yields the product ClC=1C=CC2=C(N=C(O2)NC[C@H]2N(CCC[C@H]2C)C(=O)C2=C(C=CC(=C2)C)C2=NC(=NC=C2)C)C1 (((2S,3R)-2-(((5-Chlorobenzo[d]oxazol-2-yl)amino)methyl)-3-methylpiperidin-1-yl)(5-methyl-2-(2-methylpyrimidin-4-yl)phenyl)methanone). As a reaction SMILES: [CH3:1][C:2]1[CH:3]=[CH:4][C:5]([C:11]2[CH:16]=[CH:15][N:14]=[C:13]([CH3:17])[N:12]=2)=[C:6]([CH:10]=1)[C:7]([OH:9])=O.[Cl:18][C:19]1[CH:20]=[CH:21][C:22]2[O:26][C:25]([NH:27][CH2:28][C@@H:29]3[C@H:34]([CH3:35])[CH2:33][CH2:32][CH2:31][NH:30]3)=[N:24][C:23]=2[CH:36]=1>>[Cl:18][C:19]1[CH:20]=[CH:21][C:22]2[O:26][C:25]([NH:27][CH2:28][C@@H:29]3[C@H:34]([CH3:35])[CH2:33][CH2:32][CH2:31][N:30]3[C:7]([C:6]3[CH:10]=[C:2]([CH3:1])[CH:3]=[CH:4][C:5]=3[C:11]3[CH:16]=[CH:15][N:14]=[C:13]([CH3:17])[N:12]=3)=[O:9])=[N:24][C:23]=2[CH:36]=1. Procedure: The title compound was prepared following the same general protocol as described in Example A1, using 5-methyl-2-(2-methylpyrimidin-4-yl)benzoic acid and 5-chloro-N-(((2S,3R)-3-methylpiperidin-2-yl)methyl)benzo[d]oxazol-2-amine. ESI-MS (m/z): 490 [M+1]+. The reactants are CO, O=C(c1ccc(F)cc1)C1CCN(CCCNc2ccccc2[N+](=O)[O-])CC1, [H][H]. The product is Nc1ccccc1NCCCN1CCC(C(=O)c2ccc(F)cc2)CC1. Reaction SMILES: [CH3:31][OH:32].[F:1][c:2]1[cH:3][cH:4][c:5]([C:8](=[O:9])[CH:10]2[CH2:11][CH2:12][N:13]([CH2:16][CH2:17][CH2:18][NH:19][c:20]3[c:21]([N+:26]([O-:27])=[O:28])[cH:22][cH:23][cH:24][cH:25]3)[CH2:14][CH2:15]2)[cH:6][cH:7]1.[H:29][H:30]>>[F:1][c:2]1[cH:3][cH:4][c:5]([C:8](=[O:9])[CH:10]2[CH2:11][CH2:12][N:13]([CH2:16][CH2:17][CH2:18][NH:19][c:20]3[c:21]([NH2:26])[cH:22][cH:23][cH:24][cH:25]3)[CH2:14][CH2:15]2)[cH:6][cH:7]1. Starting materials: O=C(Cl)c1cc(Br)ccc1NS(=O)(=O)c1ccc(Cl)cc1, CS(C)=O, NCc1ccccc1OC(F)(F)F. Product: O=C(NCc1ccccc1OC(F)(F)F)c1cc(Br)ccc1NS(=O)(=O)c1ccc(Cl)cc1. As a reaction SMILES: [Br:1][c:2]1[cH:3][cH:4][c:5]([NH:11][S:12](=[O:13])(=[O:14])[c:15]2[cH:16][cH:17][c:18]([Cl:21])[cH:19][cH:20]2)[c:6]([C:7](=[O:8])[Cl:9])[cH:10]1.[CH3:35][S:36]([CH3:37])=[O:38].[F:22][C:23]([O:24][c:25]1[c:26]([CH2:27][NH2:28])[cH:29][cH:30][cH:31][cH:32]1)([F:33])[F:34]>>[Br:1][c:2]1[cH:3][cH:4][c:5]([NH:11][S:12](=[O:13])(=[O:14])[c:15]2[cH:16][cH:17][c:18]([Cl:21])[cH:19][cH:20]2)[c:6]([C:7](=[O:8])[NH:28][CH2:27][c:26]2[c:25]([O:24][C:23]([F:22])([F:33])[F:34])[cH:32][cH:31][cH:30][cH:29]2)[cH:10]1. The reactants are ClCCl, Cc1csc([SH]=C([O-])N(C)C)c1, O=C(OO)c1cccc(Cl)c1. Product: Cc1csc(SC(=O)N(C)C)c1. Reaction SMILES: [CH2:24]([Cl:25])[Cl:26].[CH3:1][c:2]1[cH:3][c:4]([SH:7]=[C:8]([N:9]([CH3:10])[CH3:11])[O-:12])[s:5][cH:6]1.[OH:13][O:14][C:15]([c:16]1[cH:17][c:18]([Cl:19])[cH:20][cH:21][cH:22]1)=[O:23]>>[CH3:1][c:2]1[cH:3][c:4]([S:7][C:8]([N:9]([CH3:10])[CH3:11])=[O:12])[s:5][cH:6]1. The reactants are CC(CC(C)C)C1=C(N)C=CC=C1 (2-(1,3-dimethylbutyl)aniline), CC(CC(=C)C1=C(C=CC=C1)NC(=O)C=1C(=NN(C1)C)C(F)(F)F)C (N-[2-(4-methyl-1-pentene-2-yl)phenyl]-3-trifluoromethyl-1-methylpyrazole-4-carboxamide), CC(CC(=C)C1=C(N)C=CC=C1)C (2-(4-methyl-1-pentene-2-yl)aniline), CC(=CC(C)C)C1=C(N)C=CC=C1 (2-(1,3-dimethyl-1-butenyl) aniline). Yields the product CC(=CC(C)C)C1=C(C=CC=C1)NC(=O)C=1C(=NN(C1)C)C(F)(F)F (N-[2-(1,3-dimethyl-1-butenyl)phenyl]-3-trifluoromethyl-1-methylpyrazole-4-carboxamide). Yield: 68.0%. RXN SMILES: CC(C1C=CC=CC=1N)CC(C)C.CC(C)CC(C1C=CC=CC=1N)=C.CC(C1C=CC=CC=1N)=CC(C)C.[CH3:40][CH:41]([CH3:64])[CH2:42][C:43]([C:45]1[CH:50]=[CH:49][CH:48]=[CH:47][C:46]=1[NH:51][C:52]([C:54]1[C:55]([C:60]([F:63])([F:62])[F:61])=[N:56][N:57]([CH3:59])[CH:58]=1)=[O:53])=[CH2:44]>>[CH3:44][C:43]([C:45]1[CH:50]=[CH:49][CH:48]=[CH:47][C:46]=1[NH:51][C:52]([C:54]1[C:55]([C:60]([F:62])([F:63])[F:61])=[N:56][N:57]([CH3:59])[CH:58]=1)=[O:53])=[CH:42][CH:41]([CH3:64])[CH3:40]. Reported procedure: The same procedures as described in Example 2(1) were carried out except that 2-(1,3-dimethylbutyl)aniline was replaced by a 1:1 mixture of 2-(4-methyl-1-pentene-2-yl)aniline and 2-(1,3-dimethyl-1-butenyl) aniline. A mixture of N-[2-(4-methyl-1-pentene-2-yl)phenyl]-3-trifluoromethyl-1-methylpyrazole-4-carboxamide and N-[2-(1,3-dimethyl-1-butenyl)phenyl]-3-trifluoromethyl-1-methylpyrazole-4-carboxamide was obtained as a yellow crystal. Yield was 68%. Melting point was 66-74 ° C.